This data is from the Open Reaction Database (ORD), a public repository of structured organic reaction records. The task is: describe an organic reaction: reactants, conditions, products, and yield Reactants: OC(CN)(C)N (2-hydroxypropylenediamine), [Mn+2] (manganese (II)), ( 2 ), C(\C=C\C(=O)O)(=O)O (fumaric acid), ( 2 ). Run in O (water). Yields the product [Mn] (manganese), C(\C=C\C(=O)O)(=O)O (fumaric acid). RXN SMILES: [C:1]([OH:8])(=[O:7])/[CH:2]=[CH:3]/[C:4]([OH:6])=[O:5].OC(N)(C)CN.[Mn+2:15]>O>[Mn:15].[C:1]([OH:8])(=[O:7])/[CH:2]=[CH:3]/[C:4]([OH:6])=[O:5]. Procedure details: A reaction mixture was prepared by using the recovered precipitate according to the procedures of (2). The concentrations of the respective components at the initiation of the reaction were 1,139 mM of fumaric acid, 570 mM of 2-hydroxypropylenediamine, 570 mM of the recovered manganese (II) (concentration in terms of manganese), 56 mM of S,S-HPDDS and 10 g/l of strain cells (in terms of dry weight), and the reaction mixture was subjected to a reaction in the same manner as in (2) above. At the t... Reactants: FC1=C(C=CC(=C1)C(F)(F)F)CC#N (2-fluoro-4-(trifluoromethyl)phenyl acetonitrile), N(=[N+]=[N-])C1=CC=C(C=C1)S(=O)(=O)N (4-azido-benzenesulfonamide), C[O-].[Na+] (sodium methoxide). The solvent is CO (methanol). Yields the product NC1=C(N=NN1C1=CC=C(C=C1)S(=O)(=O)N)C1=C(C=C(C=C1)C(F)(F)F)F (4-[5-Amino-4-(2-fluoro-4-trifluoromethyl-phenyl)-[1,2,3]triazol-1-yl]-benzenesulfonamide). Isolated yield 99.0%. Reaction SMILES: [F:1][C:2]1[CH:7]=[C:6]([C:8]([F:11])([F:10])[F:9])[CH:5]=[CH:4][C:3]=1[CH2:12][C:13]#[N:14].[N:15]([C:18]1[CH:23]=[CH:22][C:21]([S:24]([NH2:27])(=[O:26])=[O:25])=[CH:20][CH:19]=1)=[N+:16]=[N-:17].C[O-].[Na+]>CO>[NH2:14][C:13]1[N:15]([C:18]2[CH:19]=[CH:20][C:21]([S:24]([NH2:27])(=[O:25])=[O:26])=[CH:22][CH:23]=2)[N:16]=[N:17][C:12]=1[C:3]1[CH:4]=[CH:5][C:6]([C:8]([F:10])([F:11])[F:9])=[CH:7][C:2]=1[F:1] |f:2.3|. Reported procedure: To a stirred and ice-cooled solution of 2-fluoro-4-(trifluoromethyl)phenyl acetonitrile (1.066 g, 5.2471 mmol) and 4-azido-benzenesulfonamide (0.800 g, 4.0362 mmol) in methanol (50 ml), sodium methoxide (0.3271 g, 6.0543 mmol) is added portion wise and the mixture is allowed to attain room temperature spontaneously and stirred for additional 24 hours at this temperature. The reaction mixture is concentrated, water (10 ml) is added and extracted with ethyl acetate (3×80 ml). The combined organic ... The reactants are C1(=CC=CC=C1)N1C=NC2=C(C1=O)SC=C2C2=CC=CC=C2 (3,7-Diphenylthieno[3,2-d]pyrimidin-4(3H)-one), NC1=C(SC=C1C1=CC=CC=C1)C(=O)OC (methyl 3-amino-4-phenylthiophene-2-carboxylate), C(OCC)(OCC)OCC (triethyl orthoformate), C1(CCCCCC1)N (cycloheptylamine). The solvent is C(C)(=O)O (acetic acid). Yields the product C1(CCCCCC1)N1C=NC2=C(C1=O)SC=C2C2=CC=CC=C2 (3-Cycloheptyl-7-phenylthieno[3,2-d]pyrimidin-4(3H)-one). Isolated yield 93.0%. RXN SMILES: [C:1]1([N:7]2[C:12](=[O:13])[C:11]3[S:14][CH:15]=[C:16]([C:17]4[CH:22]=[CH:21][CH:20]=[CH:19][CH:18]=4)[C:10]=3[N:9]=[CH:8]2)[CH:6]=[CH:5][CH:4]=[CH:3][CH:2]=1.N[C:24]1C(C2C=CC=CC=2)=CSC=1C(OC)=O.C(OCC)(OCC)OCC.C1(N)CCCCCC1>C(O)(=O)C>[CH:1]1([N:7]2[C:12](=[O:13])[C:11]3[S:14][CH:15]=[C:16]([C:17]4[CH:18]=[CH:19][CH:20]=[CH:21][CH:22]=4)[C:10]=3[N:9]=[CH:8]2)[CH2:6][CH2:5][CH2:4][CH2:3][CH2:2][CH2:24]1. Procedure: In the same manner as the synthesis of Compound 1, methyl 3-amino-4-phenylthiophene-2-carboxylate (80 mg, 0.34 mmol), triethyl orthoformate (0.65 ml), cycloheptylamine (0.08 ml, 0.63 mmol), and acetic acid (0.08 ml) were used to give 103 mg (0.32 mmol, 93% yield) of the title compound.